Dataset: the Open Reaction Database (ORD), a public repository of structured organic reaction records. Task: describe an organic reaction: reactants, conditions, products, and yield Procedure: NaH (12 mg, 0.49 mmol, 2 eq) is added to a solution of (2S,3S,4R,5R,6S,8Z,10S,11R,12S)-5,11-bis[[(1,1-dimethylethyl)dimethylsilyl]oxy]-3,13-bis[(4-methoxyphenyl)methoxy]-2,4,6,8,10,12-hexamethyl-8-tridecen-1-ol (200 mg, 0.245 mmol, 1 eq) in DMF (3 mL) at −78° C. The reaction is slowly warm to 23° C. and is stirred for 1 h. Benzyl bromide (84 mg, 0.49 mmol, 2 eq) and potassium iodide (cat. 1 mg) are added and stirred for 18 h. The solvent is removed. The crude product is chromatographed (from hex... RXN SMILES: [H-].[Na+].[CH3:3][C:4]([Si:7]([CH3:58])([CH3:57])[O:8][C@H:9]([C@@H:27]([CH3:56])[CH2:28]/[C:29](/[CH3:55])=[CH:30]\[C@H:31]([CH3:54])[C@@H:32]([O:46][Si:47]([C:50]([CH3:53])([CH3:52])[CH3:51])([CH3:49])[CH3:48])[C@@H:33]([CH3:45])[CH2:34][O:35][CH2:36][C:37]1[CH:42]=[CH:41][C:40]([O:43][CH3:44])=[CH:39][CH:38]=1)[C@H:10]([CH3:26])[C@@H:11]([O:16][CH2:17][C:18]1[CH:23]=[CH:22][C:21]([O:24][CH3:25])=[CH:20][CH:19]=1)[C@@H:12]([CH3:15])[CH2:13][OH:14])([CH3:6])[CH3:5].[CH2:59](Br)[C:60]1[CH:65]=[CH:64][CH:63]=[CH:62][CH:61]=1>CN(C=O)C.[I-].[K+]>[CH3:25][O:24][C:21]1[CH:22]=[CH:23][C:18]([CH2:17][O:16][C@@H:11]([C@@H:12]([CH3:15])[CH2:13][O:14][CH2:59][C:60]2[CH:65]=[CH:64][CH:63]=[CH:62][CH:61]=2)[C@H:10]([CH:9]([O:8][Si:7]([CH3:57])([CH3:58])[C:4]([CH3:6])([CH3:5])[CH3:3])[CH:27]([CH3:56])[CH2:28][C:29]([CH3:55])=[CH:30][CH:31]([CH3:54])[CH:32]([C@@H:33]([CH3:45])[CH2:34][O:35][CH2:36][C:37]2[CH:38]=[CH:39][C:40]([O:43][CH3:44])=[CH:41][CH:42]=2)[O:46][Si:47]([CH3:48])([CH3:49])[C:50]([CH3:53])([CH3:52])[CH3:51])[CH3:26])=[CH:19][CH:20]=1 |f:0.1,5.6|. Run in CN(C)C=O (DMF). The reagents and catalysts are [I-].[K+] (potassium iodide). Run at temperature 23 celsius, time 1 hour. Yields the product COC1=CC=C(C=C1)CO[C@H]([C@@H](C)C(C(CC(=CC(C(O[Si](C(C)(C)C)(C)C)[C@H](COCC1=CC=C(C=C1)OC)C)C)C)C)O[Si](C(C)(C)C)(C)C)[C@H](COCC1=CC=CC=C1)C (11-[(1R,2S,3S)-2-[(4-methoxyphenyl)methoxy]-1,3-dimethyl-4-(phenylmethoxy)butyl]-5-[(1S)-2-[(4-methoxyphenyl)methoxy]-1-methylethyl]-2,2,3,3,6,8,10,13,13,14,14-undecamethyl-4,12-dioxa-3,13-disilapentadec-7-ene). Yield: 92.0%. Starting materials: [H-].[Na+] (NaH), CC(C)(C)[Si](O[C@@H]([C@@H]([C@H]([C@H](CO)C)OCC1=CC=C(C=C1)OC)C)[C@H](C\C(=C/[C@@H]([C@H]([C@H](COCC1=CC=C(C=C1)OC)C)O[Si](C)(C)C(C)(C)C)C)\C)C)(C)C ((2S,3S,4R,5R,6S,8Z,10S,11R,12S)-5,11-bis[[(1,1-dimethylethyl)dimethylsilyl]oxy]-3,13-bis[(4-methoxyphenyl)methoxy]-2,4,6,8,10,12-hexamethyl-8-tridecen-1-ol), C(C1=CC=CC=C1)Br (Benzyl bromide). Procedure: A suspension of 2.88 g (10 mmoles) of 4-(5,5,8,8-tetramethyl-5,6,7,8-tetrahydro-2-naphthyl)-4-oxo butyric acid, described in Example III, and 1.95 g (12 mmoles) of N,N'-carbonyl diimidazole in 50 cm3 of anhydrous dichloromethane is stirred for 2 hours at ambient temperature. The resulting solution is cooled to a temperature between +5° and +10° C. and 1.26 g (12 mmoles) of N-2-hydroxyethoxyethylamine are added. Stirring is continued for 3 hours while permitting the reaction mixture to return to ... Starting materials: CC1(C=2C=CC(=CC2C(CC1)(C)C)C(CCC(=O)O)=O)C (4-(5,5,8,8-tetramethyl-5,6,7,8-tetrahydro-2-naphthyl)-4-oxo butyric acid), N,N'-carbonyl diimidazole, OCCOCCN (N-2-hydroxyethoxyethylamine). Conditions: time 2 hour. Run in ClCCl (dichloromethane). Isolated yield 66.6%. As a reaction SMILES: [CH3:1][C:2]1([CH3:21])[CH2:11][CH2:10][C:9]([CH3:13])([CH3:12])[C:8]2[CH:7]=[C:6]([C:14](=[O:20])[CH2:15][CH2:16][C:17]([OH:19])=O)[CH:5]=[CH:4][C:3]1=2.[OH:22][CH2:23][CH2:24][O:25][CH2:26][CH2:27][NH2:28]>ClCCl>[OH:22][CH2:23][CH2:24][O:25][CH2:26][CH2:27][NH:28][C:17](=[O:19])[CH2:16][CH2:15][C:14]([C:6]1[CH:5]=[CH:4][C:3]2[C:2]([CH3:1])([CH3:21])[CH2:11][CH2:10][C:9]([CH3:12])([CH3:13])[C:8]=2[CH:7]=1)=[O:20]. The product is OCCOCCNC(CCC(=O)C1=CC=2C(CCC(C2C=C1)(C)C)(C)C)=O (N-(2-hydroxyethoxyethyl) 4-(5,5,8,8-tetramethyl-5,6,7,8-tetrahydro-2-naphthyl)-4-oxo butyramide). Reactants: CCO, O=C1c2ccccc2C(=O)N1OCc1nnc2n1-c1ccc(F)cc1C(c1ccccc1)=NC2, NN, O. Yields the product NOCc1nnc2n1-c1ccc(F)cc1C(c1ccccc1)=NC2. Reaction SMILES: [CH3:38][CH2:39][OH:40].[F:4][c:5]1[cH:6][cH:7][c:8]2[c:9]([cH:37]1)[C:10]([c:31]1[cH:32][cH:33][cH:34][cH:35][cH:36]1)=[N:11][CH2:12][c:13]1[n:14]-2[c:15]([CH2:18][O:19][N:20]2[C:21](=[O:22])[c:23]3[cH:24][cH:25][cH:26][cH:27][c:28]3[C:29]2=[O:30])[n:16][n:17]1.[NH2:2][NH2:3].[OH2:1]>>[F:4][c:5]1[cH:6][cH:7][c:8]2[c:9]([cH:37]1)[C:10]([c:31]1[cH:32][cH:33][cH:34][cH:35][cH:36]1)=[N:11][CH2:12][c:13]1[n:14]-2[c:15]([CH2:18][O:19][NH2:20])[n:16][n:17]1. Reactants: COc1ccc(-n2nc(C(C)(C)C)cc2N)cc1, Cc1ccccc1, CCOC(C)=O, O=C=Nc1cccc(Cl)c1Cl. The product is COc1ccc(-n2nc(C(C)(C)C)cc2NC(=O)Nc2cccc(Cl)c2Cl)cc1. Reaction SMILES: [CH3:1][O:2][c:3]1[cH:4][cH:5][c:6](-[n:9]2[n:10][c:11]([C:15]([CH3:16])([CH3:17])[CH3:18])[cH:12][c:13]2[NH2:14])[cH:7][cH:8]1.[CH3:30][c:31]1[cH:32][cH:33][cH:34][cH:35][cH:36]1.[CH3:37][CH2:38][O:39][C:40]([CH3:41])=[O:42].[Cl:19][c:20]1[c:21]([N:27]=[C:28]=[O:29])[cH:22][cH:23][cH:24][c:25]1[Cl:26]>>[CH3:1][O:2][c:3]1[cH:4][cH:5][c:6](-[n:9]2[n:10][c:11]([C:15]([CH3:16])([CH3:17])[CH3:18])[cH:12][c:13]2[NH:14][C:28]([NH:27][c:21]2[c:20]([Cl:19])[c:25]([Cl:26])[cH:24][cH:23][cH:22]2)=[O:29])[cH:7][cH:8]1. Starting materials: CN1C(=CC=C1)C=1OC2=C(N1)C=C(C=C2)[N+](=O)[O-] (2-(1-methyl-2-pyrrolyl)-5-nitrobenzoxazole). Reagents/catalysts: [Pd] (Pd/C). Run in CCO (EtOH). Product: NC=1C=CC2=C(N=C(O2)C=2N(C=CC2)C)C1 (5-amino-2-(1-methyl-2-pyrrolyl)benzoxazole). Yield: 89.9%. As a reaction SMILES: [CH3:1][N:2]1[CH:6]=[CH:5][CH:4]=[C:3]1[C:7]1[O:8][C:9]2[CH:15]=[CH:14][C:13]([N+:16]([O-])=O)=[CH:12][C:10]=2[N:11]=1>CCO.[Pd]>[NH2:16][C:13]1[CH:14]=[CH:15][C:9]2[O:8][C:7]([C:3]3[N:2]([CH3:1])[CH:6]=[CH:5][CH:4]=3)=[N:11][C:10]=2[CH:12]=1. Procedure details: 1.5 g of 2-(1-methyl-2-pyrrolyl)-5-nitrobenzoxazole (0.006 mole) and 0.15 g of 10% Pd/C are suspended in 100 ml of 95% EtOH and hydrogenated at 50 psi over a period of 2.5 hr. The catalyst is removed and the EtOH evaporated under vacuum yielding a brown solid. Crystallization from methanol yields 1.15 g of tan crystals, mp 183°-185° (89%).